From a dataset of the Open Reaction Database (ORD), a public repository of structured organic reaction records. describe an organic reaction: reactants, conditions, products, and yield As a reaction SMILES: [CH2:1]([C:3]1[C:4](=[O:19])[NH:5][C:6](=[O:18])[NH:7][C:8]=1[S:9][C:10]1[CH:15]=[C:14]([CH3:16])[CH:13]=[C:12]([CH3:17])[CH:11]=1)[CH3:2].Br[CH2:21][CH:22]1[CH2:24][CH2:23]1.C(=O)(O)[O-].[Na+].[I-].[Li+]>CN(C)C=O>[CH:22]1([CH2:21][N:7]2[C:8]([S:9][C:10]3[CH:11]=[C:12]([CH3:17])[CH:13]=[C:14]([CH3:16])[CH:15]=3)=[C:3]([CH2:1][CH3:2])[C:4](=[O:19])[NH:5][C:6]2=[O:18])[CH2:24][CH2:23]1 |f:2.3,4.5|. Reaction conditions: temperature 90 celsius, time 24 hour. Solvent: CN(C=O)C (dimethylformamide). The product is C1(CC1)CN1C(NC(C(=C1SC1=CC(=CC(=C1)C)C)CC)=O)=O (1-(Cyclopropyl)methyl-5-ethyl-6-(3,5-dimethylphenyl)thio-2,4-pyrimidinedione). Starting materials: C(C)C=1C(NC(NC1SC1=CC(=CC(=C1)C)C)=O)=O (5-ethyl-6-(3,5-dimethylphenyl)thio-2,4-pyrimidinedione), BrCC1CC1 (bromomethyl cyclopropane), C([O-])(O)=O.[Na+] (sodium bicarbonate), [I-].[Li+] (lithium iodide). Yield: 46.0%. Reported procedure: To a solution of 5-ethyl-6-(3,5-dimethylphenyl)thio-2,4-pyrimidinedione 276 mg, 1.0 mmol) and bromomethyl cyclopropane (160 mg, 1.0 mmol, 85%) dissolved in dimethylformamide (5 ml), sodium bicarbonate (126 mg, 1.50 mmol) and lithium iodide (13.0 mg, 0.10 mmol) were added. The resulting mixture was stirred at 90° C. for 24 hrs, distilled under the reduced pressure to remove dimethylformamide and purified with column chromatography to obtain the titled compound as a white solid (152 mg, yield: 46.... Starting materials: CCOC(=O)c1coc(C(C)(C)O[SiH2]C(C)(C)C)n1, CO, Cc1ccccc1, ClCCl, N#N, O. The product is CC(C)(C)[SiH2]OC(C)(C)c1nc(C=O)co1. Reaction SMILES: [CH2:3]([O:5][C:6](=[O:4])[c:8]1[n:9][c:10]([C:13]([O:14][SiH2:15][C:16]([CH3:17])([CH3:18])[CH3:19])([CH3:20])[CH3:21])[o:11][cH:12]1)[CH3:7].[CH3:22][OH:23].[CH3:28][c:29]1[cH:30][cH:31][cH:32][cH:33][cH:34]1.[Cl:25][CH2:26][Cl:27].[N:1]#[N:2].[OH2:24]>>[O:5]=[CH:6][c:8]1[n:9][c:10]([C:13]([O:14][SiH2:15][C:16]([CH3:17])([CH3:18])[CH3:19])([CH3:20])[CH3:21])[o:11][cH:12]1. Starting materials: O=C([O-])[O-], CC(=O)[O-], CC(=O)[O-], Cc1ccccc1, CC(=O)OCC1OC(n2cnc3c(Cl)nc(Cl)nc32)C(OC(C)=O)C1OC(C)=O, Nc1ccc(Cl)cc1F, [Cs+], [Cs+], [Pd+2], c1ccc(P(c2ccccc2)c2ccccc2Oc2ccccc2P(c2ccccc2)c2ccccc2)cc1. Yields the product CC(=O)OCC1OC(n2cnc3c(Nc4ccc(Cl)cc4F)nc(Cl)nc32)C(OC(C)=O)C1OC(C)=O. Reaction SMILES: [C:78](=[O:79])([O-:80])[O-:81].[C:91]([O-:92])(=[O:93])[CH3:94].[C:96]([O-:97])(=[O:98])[CH3:99].[CH3:84][c:85]1[cH:86][cH:87][cH:88][cH:89][cH:90]1.[Cl:1][c:2]1[n:3][c:4]([Cl:29])[c:5]2[n:6][cH:7][n:8]([CH:11]3[CH:12]([O:13][C:14]([CH3:15])=[O:16])[CH:17]([O:18][C:19]([CH3:20])=[O:21])[CH:22]([CH2:24][O:25][C:26]([CH3:27])=[O:28])[O:23]3)[c:9]2[n:10]1.[Cl:30][c:31]1[cH:32][c:33]([F:38])[c:34]([NH2:35])[cH:36][cH:37]1.[Cs+:82].[Cs+:83].[Pd+2:95].[c:39]1([P:40]([c:41]2[cH:42][cH:43][cH:44][cH:45][cH:46]2)[c:47]2[cH:48][cH:49][cH:50][cH:51][c:52]2[O:53][c:54]2[cH:55][cH:56][cH:57][cH:58][c:59]2[P:60]([c:61]2[cH:62][cH:63][cH:64][cH:65][cH:66]2)[c:67]2[cH:68][cH:69][cH:70][cH:71][cH:72]2)[cH:73][cH:74][cH:75][cH:76][cH:77]1>>[Cl:1][c:2]1[n:3][c:4]([NH:35][c:34]2[c:33]([F:38])[cH:32][c:31]([Cl:30])[cH:37][cH:36]2)[c:5]2[n:6][cH:7][n:8]([CH:11]3[CH:12]([O:13][C:14]([CH3:15])=[O:16])[CH:17]([O:18][C:19]([CH3:20])=[O:21])[CH:22]([CH2:24][O:25][C:26]([CH3:27])=[O:28])[O:23]3)[c:9]2[n:10]1. Starting materials: BrC=1C=CC(=C(C1)C(C)=O)O (5′-bromo-2′-hydroxyacetophenone), BrC=1C=NC=C(C(=O)OCC)C1 (ethyl 5-bromonicotinate), C(C)(C)NC(=O)C1=CN(C2=NC=CC=C2C1=O)C1=CC(=CC=C1)Br (N-isopropyl-1-(3-bromophenyl)-1,4-dihydro[1,8]naphthyridin-4-one-3-carboxamide). The product is C(C)(C)NC(=O)C1=CN(C2=NC=CC=C2C1=O)C1=CC(=CC=C1)C=1C=NC=C(C1)C(=O)OCC (N-Isopropyl-1-[3-(5-carboethoxypyridin-3-yl)phenyl]-1,4-dihydro[1,8]naphthyridin-4-one-3-carboxamide). As a reaction SMILES: BrC1C=CC(O)=C(C(=O)C)C=1.Br[C:13]1[CH:14]=[N:15][CH:16]=[C:17]([CH:23]=1)[C:18]([O:20][CH2:21][CH3:22])=[O:19].[CH:24]([NH:27][C:28]([C:30]1[C:39](=[O:40])[C:38]2[C:33](=[N:34][CH:35]=[CH:36][CH:37]=2)[N:32]([C:41]2[CH:46]=[CH:45][CH:44]=[C:43](Br)[CH:42]=2)[CH:31]=1)=[O:29])([CH3:26])[CH3:25]>>[CH:24]([NH:27][C:28]([C:30]1[C:39](=[O:40])[C:38]2[C:33](=[N:34][CH:35]=[CH:36][CH:37]=2)[N:32]([C:41]2[CH:42]=[CH:43][CH:44]=[C:45]([C:13]3[CH:14]=[N:15][CH:16]=[C:17]([C:18]([O:20][CH2:21][CH3:22])=[O:19])[CH:23]=3)[CH:46]=2)[CH:31]=1)=[O:29])([CH3:26])[CH3:25]. Reported procedure: Following the procedure of Example 23 but substituting N-isopropyl-1-(3-bromophenyl)-1,4-dihydro[1,8]naphthyridin-4-one-3-carboxamide for 5′-bromo-2′-hydroxyacetophenone and ethyl 5-bromonicotinate for N-isopropyl-1-(3-bromophenyl)-1,4-dihydro[1,8]naphthyridin-4-one-3-carboxamide the title compound was obtained as a beige solid. Starting materials: Cl (hydrochloric acid), NCC1(CC=2C(=C3C=C(C(NC3=C(C2)C)=O)C)O1)C (2-Aminomethyl-2,5,8-trimethyl-2,3,6,7-tetrahydrofuro-[2,3-f]quinoline-7-one), [H][H] (hydrogen). The reagents and catalysts are [Pd] (palladium-on-carbon). The solvent is O (water), CO (methanol). Product: NCC1(CC=2C(=C3CC(C(NC3=C(C2)C)=O)C)O1)C.Cl (2-Aminomethyl-2,5,8-trimethyl-2,3,6,7,8,9-hexahydrofuro[2,3-f]quinoline-7-one·HCl). The yield is 80.6%. Reaction SMILES: [ClH:1].[NH2:2][CH2:3][C:4]1([CH3:20])[O:19][C:7]2=[C:8]3[C:13](=[C:14]([CH3:16])[CH:15]=[C:6]2[CH2:5]1)[NH:12][C:11](=[O:17])[C:10]([CH3:18])=[CH:9]3.[H][H]>O.CO.[Pd]>[NH2:2][CH2:3][C:4]1([CH3:20])[O:19][C:7]2=[C:8]3[C:13](=[C:14]([CH3:16])[CH:15]=[C:6]2[CH2:5]1)[NH:12][C:11](=[O:17])[CH:10]([CH3:18])[CH2:9]3.[ClH:1] |f:6.7|. Procedure details: A hydrochloric acid salt of 2-Aminomethyl-2,5,8-trimethyl-2,3,6,7-tetrahydrofuro-[2,3-f]quinoline-7-one (1.18 g, 4.0 mmol) was suspended in a mixture of water (200 ml) and methanol (40 ml), to which 10% palladium-on-carbon (1.2 g) was added. The mixture was then stirred in a bath at 80° C. for 16 hours in the atmosphere of hydrogen. Post-treatment and recrystallization (methanol-ether) were performed in a manner similar to that described in Example 280 to obtain 957 mg of the title compound as c...